Dataset: the Open Reaction Database (ORD), a public repository of structured organic reaction records. Task: describe an organic reaction: reactants, conditions, products, and yield Starting materials: OC1=CC=C(C=C1)C1(CCOCC1)C#N (4-(4-Hydroxy-phenyl)-tetrahydro-pyran-4-carbonitrile), ClCCCN1CCCC1 (1-(3-chloro-propyl)-pyrrolidine), CN(C)C=O (DMF), C(=O)([O-])[O-].[K+].[K+] (K2CO3). The solvent is Cl (HCl), CC(C)(C)OC (TBME). The product is N1(CCCC1)CCCOC1=CC=C(C=C1)C1(CCOCC1)C#N (4-[4-(3-Pyrrolidin-1-yl-propoxy)-phenyl]-tetrahydro-pyran-4-carbonitrile). The yield is 51.6%. RXN SMILES: [OH:1][C:2]1[CH:7]=[CH:6][C:5]([C:8]2([C:14]#[N:15])[CH2:13][CH2:12][O:11][CH2:10][CH2:9]2)=[CH:4][CH:3]=1.Cl[CH2:17][CH2:18][CH2:19][N:20]1[CH2:24][CH2:23][CH2:22][CH2:21]1.CN(C=O)C.C([O-])([O-])=O.[K+].[K+]>Cl.CC(OC)(C)C>[N:20]1([CH2:19][CH2:18][CH2:17][O:1][C:2]2[CH:7]=[CH:6][C:5]([C:8]3([C:14]#[N:15])[CH2:13][CH2:12][O:11][CH2:10][CH2:9]3)=[CH:4][CH:3]=2)[CH2:24][CH2:23][CH2:22][CH2:21]1 |f:3.4.5|. Reported procedure: 4-(4-Hydroxy-phenyl)-tetrahydro-pyran-4-carbonitrile (2 g, 9.86 mmol), 1-(3-chloro-propyl)-pyrrolidine (2.33 g, 15.78 mmol), DMF (40 ml) and K2CO3 (5.45 g, 39.44 mmol) were reacted together according to general procedure E. The crude reaction product was diluted with 2M HCl solution (200 ml) and washed with ethyl acetate (3×50 ml). The aqueous phase was basified to pH 14 with 2M NaOH (200 ml) and extracted with ethyl acetate (4×50 ml). The combined organic extracts were dried over MgSO4, filtere...